Dataset: the Open Reaction Database (ORD), a public repository of structured organic reaction records. Task: describe an organic reaction: reactants, conditions, products, and yield The reactants are BrC=1C=C(C=C(C1)CO)C(C(=O)OCC)NC1=CC=C(C=C1)C#N (ethyl (RS)-(3-bromo-5-hydroxymethyl-phenyl)-(4-cyano-phenylamino)-acetate), C[Si](C)(C)C#C (trimethylsilylacetylene), C1(=CC=CC=C1)P(C1=CC=CC=C1)C1=CC=CC=C1 (triphenylphosphine). The reagents and catalysts are C(C)(=O)[O-].[Pd+2].C(C)(=O)[O-] (palladium(II) acetate). Solvent: C(C)N(CC)CC (triethylamine). Run at time 30 minute. The product is C(#N)C1=CC=C(C=C1)NC(C(=O)OCC)C1=CC(=CC(=C1)C#C[Si](C)(C)C)CO (ethyl (RS)-(4-cyano-phenylamino)-(3-hydroxymethyl-5-trimethylsilanylethynyl-phenyl)-acetate). RXN SMILES: Br[C:2]1[CH:3]=[C:4]([CH:10]([NH:16][C:17]2[CH:22]=[CH:21][C:20]([C:23]#[N:24])=[CH:19][CH:18]=2)[C:11]([O:13][CH2:14][CH3:15])=[O:12])[CH:5]=[C:6]([CH2:8][OH:9])[CH:7]=1.C1(P(C2C=CC=CC=2)C2C=CC=CC=2)C=CC=CC=1.[CH3:44][Si:45]([C:48]#[CH:49])([CH3:47])[CH3:46]>C(N(CC)CC)C.C([O-])(=O)C.[Pd+2].C([O-])(=O)C>[C:23]([C:20]1[CH:21]=[CH:22][C:17]([NH:16][CH:10]([C:4]2[CH:3]=[C:2]([C:49]#[C:48][Si:45]([CH3:47])([CH3:46])[CH3:44])[CH:7]=[C:6]([CH2:8][OH:9])[CH:5]=2)[C:11]([O:13][CH2:14][CH3:15])=[O:12])=[CH:18][CH:19]=1)#[N:24] |f:4.5.6|. Procedure details: 403 mg of the ethyl (RS)-(3-bromo-5-hydroxymethyl-phenyl)-(4-cyano-phenylamino)-acetate described in Example 156.2 were suspended in 3.1 ml of triethylamine and 4 mg of triphenylphosphine were added. Argon was conducted through the reaction mixture for 30 min. Then, 7 mg of palladium(II) acetate and 0.22 ml of trimethylsilylacetylene were added and the mixture was heated for 26 hrs. to 80° C. Then, the mixture was left to cool to room temperature and the crude product was isolated by extraction ...